This data is from the Open Reaction Database (ORD), a public repository of structured organic reaction records. The task is: describe an organic reaction: reactants, conditions, products, and yield Reaction SMILES: [NH2:1][C:2]1[C:3]([Cl:8])=[N:4][CH:5]=[CH:6][CH:7]=1.[F:9][C:10]1[C:18]([F:19])=[CH:17][CH:16]=[CH:15][C:11]=1[C:12](Cl)=[O:13]>N1C=CC=CC=1>[Cl:8][C:3]1[C:2]([NH:1][C:12](=[O:13])[C:11]2[CH:15]=[CH:16][CH:17]=[C:18]([F:19])[C:10]=2[F:9])=[CH:7][CH:6]=[CH:5][N:4]=1. The product is ClC1=NC=CC=C1NC(C1=C(C(=CC=C1)F)F)=O (N-(2-chloro-pyridin-3-yl)-2,3-difluoro-benzamide). Run in N1=CC=CC=C1 (pyridine). Isolated yield 92.3%. The reactants are NC=1C(=NC=CC1)Cl (3-amino-2-chloropyridine), FC1=C(C(=O)Cl)C=CC=C1F (2,3-difluoro-benzoyl chloride). Procedure: 3.31 g 3-amino-2-chloropyridine (25.8 mmol) and 20 mL pyridine were mixed in an ice bath. 5.0 g 2,3-difluoro-benzoyl chloride (28.4 mmol) was then added. After return to room temperature and reaction for 4 hr, the reaction was quenched by water. After extraction three times by ethyl acetate, an ethyl acetate layer was collected and washed by 1M HCl solution. After drying, filtration, concentration, and purification by silicon-gel column, 6.4 g solid was obtained, with a yield of 93%. Starting materials: O=C(Cl)c1ccccc1, CCOC(C)=O, CC(C)(C)OC(=O)CN(c1ccc2[nH]ccc2c1)S(=O)(=O)c1cc(Cl)cc(Cl)c1, ClCCl, [Na+], [OH-]. The product is CC(C)(C)OC(=O)CN(c1ccc2c(ccn2C(=O)c2ccccc2)c1)S(=O)(=O)c1cc(Cl)cc(Cl)c1. As a reaction SMILES: [C:32]([c:33]1[cH:34][cH:35][cH:36][cH:37][cH:38]1)(=[O:39])[Cl:40].[CH3:41][CH2:42][O:43][C:44](=[O:45])[CH3:46].[Cl:1][c:2]1[cH:3][c:4]([S:9](=[O:10])(=[O:11])[N:12]([c:13]2[cH:14][c:15]3[cH:16][cH:17][nH:18][c:19]3[cH:20][cH:21]2)[CH2:22][C:23](=[O:24])[O:25][C:26]([CH3:27])([CH3:28])[CH3:29])[cH:5][c:6]([Cl:8])[cH:7]1.[Cl:47][CH2:48][Cl:49].[Na+:31].[OH-:30]>>[Cl:1][c:2]1[cH:3][c:4]([S:9](=[O:10])(=[O:11])[N:12]([c:13]2[cH:14][c:15]3[cH:16][cH:17][n:18]([C:32]([c:33]4[cH:34][cH:35][cH:36][cH:37][cH:38]4)=[O:39])[c:19]3[cH:20][cH:21]2)[CH2:22][C:23](=[O:24])[O:25][C:26]([CH3:27])([CH3:28])[CH3:29])[cH:5][c:6]([Cl:8])[cH:7]1. Reactants: Cl, NC1CCC(CCN2CCC(c3cccc4c3OCO4)CC2)CC1, O=C(O)c1ccc(Cl)cc1. Yields the product O=C(NC1CCC(CCN2CCC(c3cccc4c3OCO4)CC2)CC1)c1ccc(Cl)cc1. Reaction SMILES: [ClH:1].[O:2]1[CH2:3][O:4][c:5]2[c:6]1[cH:7][cH:8][cH:9][c:10]2[CH:11]1[CH2:12][CH2:13][N:14]([CH2:17][CH2:18][CH:19]2[CH2:20][CH2:21][CH:22]([NH2:25])[CH2:23][CH2:24]2)[CH2:15][CH2:16]1.[OH:26][C:27](=[O:28])[c:29]1[cH:30][cH:31][c:32]([Cl:33])[cH:34][cH:35]1>>[O:2]1[CH2:3][O:4][c:5]2[c:6]1[cH:7][cH:8][cH:9][c:10]2[CH:11]1[CH2:12][CH2:13][N:14]([CH2:17][CH2:18][CH:19]2[CH2:20][CH2:21][CH:22]([NH:25][C:27](=[O:26])[c:29]3[cH:30][cH:31][c:32]([Cl:33])[cH:34][cH:35]3)[CH2:23][CH2:24]2)[CH2:15][CH2:16]1.